From a dataset of the Open Reaction Database (ORD), a public repository of structured organic reaction records. describe an organic reaction: reactants, conditions, products, and yield Reactants: C([O-])(O)=O.[Na+] (sodium bicarbonate), ClC1=NC2=C(N1CCCC(=O)OCC)C(=CC=C2Cl)C(CC)CC (Ethyl 4-[2,4-dichloro-7-(1-ethylpropyl)-1H-benzimidazol-1-yl]butanoate), ClC=1C=C(N)C=C(C1)Cl (3,5-dichloroaniline), O.C1(=CC=C(C=C1)S(=O)(=O)O)C (p-toluenesulfonic acid monohydrate). The solvent is CN1C(CCC1)=O (1-methyl-2-pyrrolidinone). Product: ClC1=CC=C(C=2N(C(=NC21)NC2=CC(=CC(=C2)Cl)Cl)CCCC(=O)OCC)C(CC)CC (Ethyl 4-[4-chloro-2-[(3,5-dichlorophenyl)amino]-7-(1-ethylpropyl)-1H-benzimidazol-1-yl]butanoate). Isolated yield 40.1%. As a reaction SMILES: Cl[C:2]1[N:6]([CH2:7][CH2:8][CH2:9][C:10]([O:12][CH2:13][CH3:14])=[O:11])[C:5]2[C:15]([CH:20]([CH2:23][CH3:24])[CH2:21][CH3:22])=[CH:16][CH:17]=[C:18]([Cl:19])[C:4]=2[N:3]=1.[Cl:25][C:26]1[CH:27]=[C:28]([CH:30]=[C:31]([Cl:33])[CH:32]=1)[NH2:29].O.C1(C)C=CC(S(O)(=O)=O)=CC=1.C(=O)(O)[O-].[Na+]>CN1CCCC1=O>[Cl:19][C:18]1[C:4]2[N:3]=[C:2]([NH:29][C:28]3[CH:27]=[C:26]([Cl:25])[CH:32]=[C:31]([Cl:33])[CH:30]=3)[N:6]([CH2:7][CH2:8][CH2:9][C:10]([O:12][CH2:13][CH3:14])=[O:11])[C:5]=2[C:15]([CH:20]([CH2:23][CH3:24])[CH2:21][CH3:22])=[CH:16][CH:17]=1 |f:2.3,4.5|. Reported procedure: A mixture of ethyl 4-[2,4-dichloro-7-(1-ethylpropyl)-1H-benzimidazol-1-yl]butanoate (Reference Example 33; 500 mg, 1.35 mmol), 3,5-dichloroaniline (655 mg, 4.04 mmol) and p-toluenesulfonic acid monohydrate (257 mg, 1.35 mmol) in 1-methyl-2-pyrrolidinone (4 mL) was irradiated by microwave at 180° C. for 15 min. After cooling, aqueous sodium bicarbonate was added and the mixture was extracted with ethyl acetate. Organic layer was washed with water and brine, dried over anhydrous sodium sulfate and... Starting materials: N(=O)[O-].[Na+] (sodium nitrite), S(O)(O)(=O)=O (sulfuric acid), C(#N)C1=CC=C(C(=O)N)C=C1 (p-Cyanobenzamide). Run in C(C)(=O)O (acetic acid). Yields the product C(#N)C1=CC=C(C(=O)O)C=C1 (p-cyanobenzoic acid). The yield is 85.7%. As a reaction SMILES: [C:1]([C:3]1[CH:11]=[CH:10][C:6]([C:7](N)=[O:8])=[CH:5][CH:4]=1)#[N:2].N([O-])=[O:13].[Na+].S(=O)(=O)(O)O>C(O)(=O)C>[C:1]([C:3]1[CH:11]=[CH:10][C:6]([C:7]([OH:13])=[O:8])=[CH:5][CH:4]=1)#[N:2] |f:1.2|. Reported procedure: p-Cyanobenzamide (1.46 g) and acetic acid (20 ml) were mixed and stirred vigorously at room temperature. To the mixture, sodium nitrite (2.07 g), and immediately thereafter, 95 wt. % sulfuric acid (3 g) was added and stirred vigorously for one hour. The acetic acid was removed under reduced pressure, and water (40 ml) was added to the residue. The precipitated crystals were collected through filtration, washed with water, and dried, to thereby obtain 1.26 g of p-cyanobenzoic acid (yield 86%). Th... The reactants are COC(=O)c1cncn1C1CCOc2c(Cl)cccc21, O=[N+]([O-])O, O=[N+]([O-])O. The product is COC(=O)c1cncn1C1CCOc2c(Cl)cc([N+](=O)[O-])cc21, O=[N+]([O-])O. Reaction SMILES: [Cl:5][c:6]1[cH:7][cH:8][cH:9][c:10]2[c:15]1[O:14][CH2:13][CH2:12][CH:11]2[n:16]1[cH:17][n:18][cH:19][c:20]1[C:21](=[O:22])[O:23][CH3:24].[N+:1](=[O:2])([OH:3])[O-:4].[OH:25][N+:26]([O-:27])=[O:28]>>[Cl:5][c:6]1[cH:7][c:8]([N+:26](=[O:25])[O-:27])[cH:9][c:10]2[c:15]1[O:14][CH2:13][CH2:12][CH:11]2[n:16]1[cH:17][n:18][cH:19][c:20]1[C:21](=[O:22])[O:23][CH3:24].[N+:1](=[O:2])([OH:3])[O-:4]. Starting materials: CC(=O)Cl, CCCCCC, CC(C)NC(C)C, COC(=O)C1CCC(C(=O)OC)CC1, C1CCOC1, O. Yields the product COC(=O)C1CCC(C(C)=O)(C(=O)OC)CC1. Reaction SMILES: [CH3:22][C:23]([Cl:24])=[O:25].[CH3:32][CH2:33][CH2:34][CH2:35][CH2:36][CH3:37].[CH:1]([NH:2][CH:3]([CH3:4])[CH3:5])([CH3:6])[CH3:7].[CH:8]1([C:18](=[O:19])[O:20][CH3:21])[CH2:9][CH2:10][CH:11]([C:14](=[O:15])[O:16][CH3:17])[CH2:12][CH2:13]1.[O:27]1[CH2:28][CH2:29][CH2:30][CH2:31]1.[OH2:26]>>[CH:8]1([C:18](=[O:19])[O:20][CH3:21])[CH2:9][CH2:10][C:11]([C:14](=[O:15])[O:16][CH3:17])([C:23]([CH3:22])=[O:25])[CH2:12][CH2:13]1. The reactants are C(C)(C)(C)C1CCC(CC1)N(C1=NC2=C(N1C)C=CC=C2)CC2=CC=C(C(=O)O)C=C2 (4-{[(4-tert-Butylcyclohexyl)(1-methyl-1H-benzimidazol-2-yl)amino]methyl}-benzoic acid), O.N1N=NN=C1N (1H-tetraazol-5-amine monohydrate), C=1C=CC2=C(C1)N=NN2O (HOBt), C(CCl)Cl (EDC), CCN(C(C)C)C(C)C (DIEA). The solvent is CN(C)C=O (DMF). Conditions: time 21 hour. Yields the product C(C)(C)(C)C1CCC(CC1)N(C1=NC2=C(N1C)C=CC=C2)CC2=CC=C(C(=O)NC1=NN=NN1)C=C2 (4-{[(4-tert-Butylcyclohexyl)(1-methyl-1H-benzimidazol-2-yl)amino]methyl}-N(1H-tetraazol-5-yl)benzamide). Reaction SMILES: [C:1]([CH:5]1[CH2:10][CH2:9][CH:8]([N:11]([CH2:22][C:23]2[CH:31]=[CH:30][C:26]([C:27](O)=[O:28])=[CH:25][CH:24]=2)[C:12]2[N:16]([CH3:17])[C:15]3[CH:18]=[CH:19][CH:20]=[CH:21][C:14]=3[N:13]=2)[CH2:7][CH2:6]1)([CH3:4])([CH3:3])[CH3:2].O.[NH:33]1[C:37]([NH2:38])=[N:36][N:35]=[N:34]1.C1C=CC2N(O)N=NC=2C=1.C(Cl)CCl.CCN(C(C)C)C(C)C>CN(C=O)C>[C:1]([CH:5]1[CH2:10][CH2:9][CH:8]([N:11]([CH2:22][C:23]2[CH:31]=[CH:30][C:26]([C:27]([NH:38][C:37]3[NH:36][N:35]=[N:34][N:33]=3)=[O:28])=[CH:25][CH:24]=2)[C:12]2[N:16]([CH3:17])[C:15]3[CH:18]=[CH:19][CH:20]=[CH:21][C:14]=3[N:13]=2)[CH2:7][CH2:6]1)([CH3:4])([CH3:3])[CH3:2] |f:1.2|. Procedure details: To a solution of the product of Example 5 Step A (0.14 mmol, 64 mg), 1H-tetraazol-5-amine monohydrate (0.28 mmol, 29 mg), HOBt (0.35 mmol, 53 mg) and EDC (0.56 mmol, 108 mg) in 1 mL of DMF was added DIEA (0.7 mmol, 122 μL). The reaction was allowed to stand at ambient temperature for 21 h, then concentrated under reduced pressure. The residue was taken up in ca. 2:1 dioxane/H2O and acidified with TFA, then purified by reverse-phase chromatography (Condition A). The product was lyophilized, affor...